This data is from the Open Reaction Database (ORD), a public repository of structured organic reaction records. The task is: describe an organic reaction: reactants, conditions, products, and yield Isolated yield 93.4%. The solvent is CCCCCC (hexane), C(C)O (ethanol). Reaction SMILES: [OH-].[Na+].[Cl:3][C:4]1[CH:5]=[C:6]([CH2:14][CH2:15][C:16]([O:18]CC)=[O:17])[CH:7]=[CH:8][C:9]=1[C:10]([F:13])([F:12])[F:11].C(OCC)(=O)C>C(O)C.CCCCCC>[Cl:3][C:4]1[CH:5]=[C:6]([CH2:14][CH2:15][C:16]([OH:18])=[O:17])[CH:7]=[CH:8][C:9]=1[C:10]([F:13])([F:12])[F:11] |f:0.1|. Product: ClC=1C=C(C=CC1C(F)(F)F)CCC(=O)O (3-(3-chloro-4-(trifluoromethyl)phenyl)propanoic acid). Procedure details: 1N NaOH solution was added to a stirred solution of ethyl 3-(3-chloro-4-(trifluoromethyl)phenyl)propanoate (I-85b: 4.8 g, 17.8 mmol) in ethanol and the resulting mixture was stirred at room temperature for 1 hour. The reaction was monitored by TLC (2% ethyl acetate in hexane). The reaction mixture was concentrated under reduced pressure, quenched with ice, acidified with 1N HCl and extracted with DCM (2×150 mL). The organic layer was dried over Na2SO4 and concentrated under reduced pressure to a... Reactants: [OH-].[Na+] (NaOH), ClC=1C=C(C=CC1C(F)(F)F)CCC(=O)OCC (ethyl 3-(3-chloro-4-(trifluoromethyl)phenyl)propanoate), C(C)(=O)OCC (ethyl acetate). Conditions: time 1 hour. As a reaction SMILES: [C:17]([CH3:18])([CH3:19])([CH3:20])[N:21]=[C:22]=[O:23].[CH2:24]([Cl:25])[Cl:26].[CH3:11][CH2:12][CH2:13][CH2:14][CH2:15][CH3:16].[c:1]1([CH2:9][NH2:10])[cH:2][cH:3][c:4]([CH2:7][NH2:8])[cH:5][cH:6]1>>[c:1]1([CH2:9][NH2:10])[cH:2][cH:3][c:4]([CH2:7][NH:8][C:22]([NH:21][C:17]([CH3:18])([CH3:19])[CH3:20])=[O:23])[cH:5][cH:6]1. The reactants are CC(C)(C)N=C=O, ClCCl, CCCCCC, NCc1ccc(CN)cc1. The product is CC(C)(C)NC(=O)NCc1ccc(CN)cc1.